From a dataset of the Open Reaction Database (ORD), a public repository of structured organic reaction records. describe an organic reaction: reactants, conditions, products, and yield Reactants: C1(=CC=CC=C1)C1=CC=C(C=C1)O (4-phenylphenol), ClCC(CCC=1C=NC=CC1)O ((±)-α-(chloromethyl)-3-pyridinepropanol), C(C)O (ethanol), [OH-].[Na+] (sodium hydroxide). Solvent: O (water). Yields the product C1(=CC=C(C=C1)OCC(CCC=1C=NC=CC1)O)C1=CC=CC=C1 ((±)-1-(Biphenyl-4-yloxy)-4-(3-pyridyl)-2-butanol). Reaction SMILES: [C:1]1([C:7]2[CH:12]=[CH:11][C:10]([OH:13])=[CH:9][CH:8]=2)[CH:6]=[CH:5][CH:4]=[CH:3][CH:2]=1.C(O)C.[OH-].[Na+].Cl[CH2:20][CH:21]([OH:30])[CH2:22][CH2:23][C:24]1[CH:25]=[N:26][CH:27]=[CH:28][CH:29]=1>O>[C:7]1([C:1]2[CH:2]=[CH:3][CH:4]=[CH:5][CH:6]=2)[CH:8]=[CH:9][C:10]([O:13][CH2:20][CH:21]([OH:30])[CH2:22][CH2:23][C:24]2[CH:25]=[N:26][CH:27]=[CH:28][CH:29]=2)=[CH:11][CH:12]=1 |f:2.3|. Reported procedure: Prepared according to the method described in Example 24b) from 4-phenylphenol (0.916 g), ethanol (10 ml), sodium hydroxide (0.215 g), water (5 ml) and (±)-α-(chloromethyl)-3-pyridinepropanol (1.0 g; from Example 24a) above) to give a yellow oil. This was purified by column chromatography over silica eluting with dichloromethane:ethanol (95:5) to give the title compound as a pale yellow gum which solidified on standing (0.307 g). Reactants: ClC(Cl)Cl, Nc1ccccc1F, Nc1cccc(Cl)c1C(=O)O, O=S(Cl)Cl, c1ccccc1. Yields the product Nc1cccc(Cl)c1C(=O)Nc1ccccc1F. As a reaction SMILES: [Cl:24][CH:25]([Cl:26])[Cl:27].[NH2:16][c:17]1[cH:18][cH:19][cH:20][cH:21][c:22]1[F:23].[NH2:1][c:2]1[c:3]([C:4](=[O:5])[OH:6])[c:7]([Cl:11])[cH:8][cH:9][cH:10]1.[S:12]([Cl:13])([Cl:14])=[O:15].[cH:28]1[cH:29][cH:30][cH:31][cH:32][cH:33]1>>[NH2:1][c:2]1[c:3]([C:4](=[O:6])[NH:16][c:17]2[cH:18][cH:19][cH:20][cH:21][c:22]2[F:23])[c:7]([Cl:11])[cH:8][cH:9][cH:10]1. The reactants are OC1=C2CCCCC2=C(C=2OC(=CC(C21)=O)C(=O)O)CCC (6,7,8,9-Tetrahydro-5-hydroxy-4-oxo-10-propyl-4H-naphtho[2,3-b]pyran-2-carboxylic acid), C([O-])(O)=O.[Na+] (sodium bicarbonate), [Na] (sodium). Run in O (water). The product is OC1=C2CCCCC2=C(C=2OC(=CC(C21)=O)C(=O)[O-])CCC.[Na+] (Sodium 6,7,8,9-tetrahydro-5-hydroxy-4-oxo-10-propyl-4H-naphtho[2,3-b]pyran-2-carboxylate). RXN SMILES: [OH:1][C:2]1[C:15]2[C:14](=[O:16])[CH:13]=[C:12]([C:17]([OH:19])=[O:18])[O:11][C:10]=2[C:9]([CH2:20][CH2:21][CH3:22])=[C:8]2[C:3]=1[CH2:4][CH2:5][CH2:6][CH2:7]2.C(=O)(O)[O-].[Na+:27].[Na]>O>[OH:1][C:2]1[C:15]2[C:14](=[O:16])[CH:13]=[C:12]([C:17]([O-:19])=[O:18])[O:11][C:10]=2[C:9]([CH2:20][CH2:21][CH3:22])=[C:8]2[C:3]=1[CH2:4][CH2:5][CH2:6][CH2:7]2.[Na+:27] |f:1.2,5.6,^1:27|. Procedure: The product of step (a) (1.4 g) was suspended in water (20 ml) and sodium bicarbonate (356 mg) was added over 10 minutes. When homogeneity had been achieved the mixture was freeze-dried to yield a yellow solid which was shown to be a pure sample of the desired sodium salt (1.4 g; 93%).